Dataset: the Open Reaction Database (ORD), a public repository of structured organic reaction records. Task: describe an organic reaction: reactants, conditions, products, and yield The reactants are ClC1=CC=C(C=C1)S(=O)(=O)N([C@@H](CCN1C(SCC1)CC(=O)O)C)C1=C(C=CC(=C1)Cl)Cl (4-chloro-N-(2,5-dichlorophenyl)-N-(3-(2-carboxymethyl-3-thiazolidinyl)-1(R)-methylpropyl)benzenesulfonamide), [OH-].[K+] (KOH), CO (methanol). Run at time 18 hour. Yields the product ClC1=CC=C(C=C1)S(=O)(=O)N([C@@H](CCN1C(SCC1)C(=O)O)C)C1=C(C=CC(=C1)Cl)Cl (4-chloro-N-(2,5-dichlorophenyl)-N-(3-(2-carboxy-3-thiazolidinyl)-1(R)-methylpropyl)benzenesulfonamide). Yield: 66.0%. Reaction SMILES: [Cl:1][C:2]1[CH:7]=[CH:6][C:5]([S:8]([N:11]([C:25]2[CH:30]=[C:29]([Cl:31])[CH:28]=[CH:27][C:26]=2[Cl:32])[C@H:12]([CH3:24])[CH2:13][CH2:14][N:15]2[CH2:19][CH2:18][S:17][CH:16]2CC(O)=O)(=[O:10])=[O:9])=[CH:4][CH:3]=1.[OH-:33].[K+].[CH3:35][OH:36]>>[Cl:1][C:2]1[CH:3]=[CH:4][C:5]([S:8]([N:11]([C:25]2[CH:30]=[C:29]([Cl:31])[CH:28]=[CH:27][C:26]=2[Cl:32])[C@H:12]([CH3:24])[CH2:13][CH2:14][N:15]2[CH2:19][CH2:18][S:17][CH:16]2[C:35]([OH:36])=[O:33])(=[O:9])=[O:10])=[CH:6][CH:7]=1 |f:1.2|. Procedure: To a stirring solution of 4-chloro-N-(2,5-dichlorophenyl)-N-(3-(2-carboxymethyl-3-thiazolidinyl)-1(R)-methylpropyl)benzenesulfonamide (109 mg, 0.203 mmol) in methanol (20 mL) was added 50% aqueous KOH (1.0 mL) and the mixture was stirred at room temperature for 18 hours. The solvent was removed and the crude mixture was dissolved in CH2Cl2 and washed with 1N HCl. The CH2Cl2 layer was dried over Na2SO4 and evaporated to give crude product. Purification was performed over silica gel using 5-10% me... Reactants: NC1=C(C(=O)NCC2CCN(CC2)C(C2=CC=CC=C2)C2=CC=CC=C2)C=C(C=C1)N(CC)CC (2-amino-5-diethylamino-N-[(1-diphenylmethylpiperidin-4-yl)methyl]benzamide), C(CCC)N=C=O (n-butylisocyanate). The solvent is C(Cl)(Cl)Cl (CHCl3). The product is C(C)N(C=1C=CC(=C(C(=O)NCC2CCN(CC2)C(C2=CC=CC=C2)C2=CC=CC=C2)C1)NC(=O)NCCCC)CC (5-diethylamino-2-(N'-n-butylureido)-N-[(1-diphenylmethylpiperidin-4-yl)methyl]benzamide). As a reaction SMILES: [NH2:1][C:2]1[CH:30]=[CH:29][C:28]([N:31]([CH2:34][CH3:35])[CH2:32][CH3:33])=[CH:27][C:3]=1[C:4]([NH:6][CH2:7][CH:8]1[CH2:13][CH2:12][N:11]([CH:14]([C:21]2[CH:26]=[CH:25][CH:24]=[CH:23][CH:22]=2)[C:15]2[CH:20]=[CH:19][CH:18]=[CH:17][CH:16]=2)[CH2:10][CH2:9]1)=[O:5].[CH2:36]([N:40]=[C:41]=[O:42])[CH2:37][CH2:38][CH3:39]>C(Cl)(Cl)Cl>[CH2:32]([N:31]([CH2:34][CH3:35])[C:28]1[CH:29]=[CH:30][C:2]([NH:1][C:41]([NH:40][CH2:36][CH2:37][CH2:38][CH3:39])=[O:42])=[C:3]([CH:27]=1)[C:4]([NH:6][CH2:7][CH:8]1[CH2:9][CH2:10][N:11]([CH:14]([C:15]2[CH:20]=[CH:19][CH:18]=[CH:17][CH:16]=2)[C:21]2[CH:26]=[CH:25][CH:24]=[CH:23][CH:22]=2)[CH2:12][CH2:13]1)=[O:5])[CH3:33]. Procedure: Step 3): To a solution of 2-amino-5-diethylamino-N-[(1-diphenylmethylpiperidin-4-yl)methyl]benzamide (593 mg, 1.259 mmol) in CHCl3 (20 ml) was added n-butylisocyanate (374 mg, 3.779 mmol). The solution was refluxed overnight and evaporated. The residue was purified by column chromatography on silica gel to give 5-diethylamino-2-(N'-n-butylureido)-N-[(1-diphenylmethylpiperidin-4-yl)methyl]benzamide, 366 mg (51%): mp 158°-160° C.; Reactants: C1(=CC=CC2=CC=CC=C12)N (1-naphthylamine), FC=1C=[N+](C=CC1[N+](=O)[O-])[O-] (3-fluoro-4-nitropyridine-N-oxide), C(C)O (ethanol), C(C)O (ethanol). Conditions: temperature 70 celsius, time 6 hour. Product: C1(=CC=CC2=CC=CC=C12)[NH+](C=1C=NC=CC1[N+](=O)[O-])[O-] (N-(1-Naphthyl)-4-nitro-3-pyridinamine-N-oxide). Reaction SMILES: [C:1]1([NH2:11])[C:10]2[C:5](=[CH:6][CH:7]=[CH:8][CH:9]=2)[CH:4]=[CH:3][CH:2]=1.F[C:13]1[CH:14]=[N+:15]([O-])[CH:16]=[CH:17][C:18]=1[N+:19]([O-:21])=[O:20].C([OH:25])C>>[C:1]1([NH+:11]([O-:25])[C:13]2[CH:14]=[N:15][CH:16]=[CH:17][C:18]=2[N+:19]([O-:21])=[O:20])[C:10]2[C:5](=[CH:6][CH:7]=[CH:8][CH:9]=2)[CH:4]=[CH:3][CH:2]=1. Procedure: To 1-naphthylamine (5.43 g) in 100 ml of absolute ethanol was added 3-fluoro-4-nitropyridine-N-oxide (6.0 g) in 25 ml of ethanol and this mixture was heated to 70° C. and stirred for six hours. The mixture was filtered to yield a solid (6.6 g) which was recrystallized from ethanol to yield a solid (2.6 g), m.p. 200°-201° C. (decomp.). The reactants are C([O-])([O-])=O.[Na+].[Na+] (sodium carbonate), OC[C@H]1C[C@@H]2N(CCNC2)C1 ((7S,8aS)-7-hydroxymethyl-1,2,3,4,6,7,8,8a-octahydro-pyrrolo[1,2-a]pyrazine), ClC1=NC=C(C=C1)C#N (2-chloro-5-cyanopyridine), C([O-])([O-])=O.[Na+].[Na+] (sodium carbonate). Run in C(CC(C)C)O (isoamyl alcohol), C(C)(=O)OCC (ethyl acetate), O (water). The product is OC[C@H]1C[C@@H]2N(CCN(C2)C2=NC=C(C=C2)C#N)C1 ((7S,8aS)-7-hydroxymethyl-2-(5-cyanopyridin-2-yl)-1,2,3,4,6,7,8,8a-octahydro-pyrrolo[1,2-a]pyrazine). RXN SMILES: [OH:1][CH2:2][C@@H:3]1[CH2:11][N:6]2[CH2:7][CH2:8][NH:9][CH2:10][C@@H:5]2[CH2:4]1.Cl[C:13]1[CH:18]=[CH:17][C:16]([C:19]#[N:20])=[CH:15][N:14]=1.C(=O)([O-])[O-].[Na+].[Na+]>C(O)CC(C)C.C(OCC)(=O)C.O>[OH:1][CH2:2][C@@H:3]1[CH2:11][N:6]2[CH2:7][CH2:8][N:9]([C:13]3[CH:18]=[CH:17][C:16]([C:19]#[N:20])=[CH:15][N:14]=3)[CH2:10][C@@H:5]2[CH2:4]1 |f:2.3.4|. Procedure: A solution of 1.0 g (6.4 mmol) of (7S,8aS)-7-hydroxymethyl-1,2,3,4,6,7,8,8a-octahydro-pyrrolo[1,2-a]pyrazine (Preparation 13, Step A), 1.77 g (12.8 mmol) of 2-chloro-5-cyanopyridine and 2.71 g (25.6 mmol) of sodium carbonate in 50 mL of isoamyl alcohol was heated at reflux for 18 h. The mixture was cooled to room temperature, diluted with ethyl acetate and water, the pH was adjusted to 11 with sodium carbonate, the layers were separated, and the aqueous layer extracted with ethyl acetate. The co... Procedure details: A solution of acryloyl chloride (13 mg, 0.14 mmol) in THF (1 mL) was added dropwise to a stirred solution of 4-[(3aR,6aR)-5-methyl-2,3,3a,4,6,6a-hexahydropyrrolo[3,4-b]pyrrol-1-yl]-6-methoxy-N-(4-pyrazolo[1,5-a]pyridin-3-ylpyrimidin-2-yl)benzene-1,3-diamine (Intermediate 160, 100 mg, 0.13 mmol) in THF (3 mL), which was cooled in an ice/CH3OH bath to approximately −15° C. The mixture was stirred for 1 h and allowed to warm to −0° C. The mixture was then diluted with CH2Cl2 (50 mL) and the resulti... Conditions: temperature -15 celsius, time 1 hour. RXN SMILES: [C:1](Cl)(=[O:4])[CH:2]=[CH2:3].[CH3:6][N:7]1[CH2:14][C@@H:13]2[C@@H:9]([N:10]([C:15]3[CH:20]=[C:19]([O:21][CH3:22])[C:18]([NH:23][C:24]4[N:29]=[C:28]([C:30]5[CH:31]=[N:32][N:33]6[CH:38]=[CH:37][CH:36]=[CH:35][C:34]=56)[CH:27]=[CH:26][N:25]=4)=[CH:17][C:16]=3[NH2:39])[CH2:11][CH2:12]2)[CH2:8]1>C1COCC1.C(Cl)Cl>[CH3:6][N:7]1[CH2:14][C@@H:13]2[C@@H:9]([N:10]([C:15]3[CH:20]=[C:19]([O:21][CH3:22])[C:18]([NH:23][C:24]4[N:29]=[C:28]([C:30]5[CH:31]=[N:32][N:33]6[CH:38]=[CH:37][CH:36]=[CH:35][C:34]=56)[CH:27]=[CH:26][N:25]=4)=[CH:17][C:16]=3[NH:39][C:1](=[O:4])[CH:2]=[CH2:3])[CH2:11][CH2:12]2)[CH2:8]1. The product is CN1C[C@@H]2N(CC[C@@H]2C1)C1=C(C=C(C(=C1)OC)NC1=NC=CC(=N1)C=1C=NN2C1C=CC=C2)NC(C=C)=O (N-[2-[(3aR,6aR)-5-Methyl-2,3,3a,4,6,6a-hexahydropyrrolo[3,4-b]pyrrol-1-yl]-4-methoxy-5-[(4-pyrazolo[1,5-a]pyridin-3-ylpyrimidin-2-yl)amino]phenyl]prop-2-enamide). The solvent is C1CCOC1 (THF), C1CCOC1 (THF), C(Cl)Cl (CH2Cl2). The reactants are C(C=C)(=O)Cl (acryloyl chloride), CN1C[C@@H]2N(CC[C@@H]2C1)C1=C(C=C(C(=C1)OC)NC1=NC=CC(=N1)C=1C=NN2C1C=CC=C2)N (4-[(3aR,6aR)-5-methyl-2,3,3a,4,6,6a-hexahydropyrrolo[3,4-b]pyrrol-1-yl]-6-methoxy-N-(4-pyrazolo[1,5-a]pyridin-3-ylpyrimidin-2-yl)benzene-1,3-diamine), CN1C[C@@H]2N(CC[C@@H]2C1)C1=C(C=C(C(=C1)OC)NC1=NC=CC(=N1)C=1C=NN2C1C=CC=C2)N (4-[(3aR,6aR)-5-methyl-2,3,3a,4,6,6a-hexahydropyrrolo[3,4-b]pyrrol-1-yl]-6-methoxy-N-(4-pyrazolo[1,5-a]pyridin-3-ylpyrimidin-2-yl)benzene-1,3-diamine). Starting materials: CC(C)(C)OC(=O)NN, CC(C)c1noc(C2CCC(=O)CC2)n1. Yields the product CC(C)c1noc(C2CCC(=NNC(=O)OC(C)(C)C)CC2)n1. RXN SMILES: [C:16]([NH:17][NH2:18])(=[O:19])[O:20][C:21]([CH3:22])([CH3:23])[CH3:24].[CH:1]([CH3:2])([CH3:3])[c:4]1[n:5][o:6][c:7]([CH:9]2[CH2:10][CH2:11][C:12](=[O:15])[CH2:13][CH2:14]2)[n:8]1>>[CH:1]([CH3:2])([CH3:3])[c:4]1[n:5][o:6][c:7]([CH:9]2[CH2:10][CH2:11][C:12](=[N:18][NH:17][C:16](=[O:19])[O:20][C:21]([CH3:22])([CH3:23])[CH3:24])[CH2:13][CH2:14]2)[n:8]1.